Dataset: the Open Reaction Database (ORD), a public repository of structured organic reaction records. Task: describe an organic reaction: reactants, conditions, products, and yield The reactants are C(C1=CC=CC=C1)SC=1C=C2C=CC(N(C2=CC1)C1=C(C=C(C(=C1)Cl)Br)OC)=O (6-(benzylthio)-1-(4-bromo-5-chloro-2-methoxyphenyl)quinolin-2(1H)-one), ClN1C(N(C(C1(C)C)=O)Cl)=O (1,3-dichloro-5,5-dimethylimidazolidine-2,4-dione), TEA, FC1=C(C(=C(C(=C1F)F)F)F)O (2,3,4,5,6-pentafluorophenol), ClN1C(N(C(C1(C)C)=O)Cl)=O (1,3-dichloro-5,5-dimethylimidazolidine-2,4-dione), C(C1=CC=CC=C1)S(=O)C=1C=C2C=CC(N(C2=CC1)C1=C(C=C(C(=C1)Cl)Br)OC)=O.S(=O)(=O)(Cl)Cl (sulfonyl chloride 6-(benzylsulfinyl)-1-(4-bromo-5-chloro-2-methoxyphenyl)quinolin-2(1H)-one), ClN1C(N(C(C1(C)C)=O)Cl)=O (1,3-dichloro-5,5-dimethylimidazolidine-2,4-dione), FC1=C(C(=C(C(=C1F)F)F)F)O (2,3,4,5,6-pentafluorophenol). The solvent is O (water), C(C)(=O)O (acetic acid), C(C)#N (acetonitrile), C(C)#N (acetonitrile). Run at temperature 0 celsius, time 10 minute. Yields the product BrC1=CC(=C(C=C1Cl)N1C(C=CC2=CC(=CC=C12)S(=O)(=O)OC1=C(C(=C(C(=C1F)F)F)F)F)=O)OC (perfluorophenyl 1-(4-bromo-5-chloro-2-methoxyphenyl)-2-oxo-1,2-dihydroquinoline-6-sulfonate). As a reaction SMILES: C(SC1C=C2C(=CC=1)N(C1C=C(Cl)C(Br)=CC=1[O:27]C)C(=O)C=C2)C1C=CC=CC=1.ClN1C(C)(C)C(=O)N(Cl)C1=O.C([S:48]([C:50]1[CH:51]=[C:52]2[C:57](=[CH:58][CH:59]=1)[N:56]([C:60]1[CH:65]=[C:64]([Cl:66])[C:63]([Br:67])=[CH:62][C:61]=1[O:68][CH3:69])[C:55](=[O:70])[CH:54]=[CH:53]2)=[O:49])C1C=CC=CC=1.S(Cl)(Cl)(=O)=O.[F:76][C:77]1[C:82]([F:83])=[C:81]([F:84])[C:80]([F:85])=[C:79]([F:86])[C:78]=1[OH:87]>C(#N)C.O.C(O)(=O)C>[Br:67][C:63]1[C:64]([Cl:66])=[CH:65][C:60]([N:56]2[C:57]3[C:52](=[CH:51][C:50]([S:48]([O:87][C:78]4[C:77]([F:76])=[C:82]([F:83])[C:81]([F:84])=[C:80]([F:85])[C:79]=4[F:86])(=[O:27])=[O:49])=[CH:59][CH:58]=3)[CH:53]=[CH:54][C:55]2=[O:70])=[C:61]([O:68][CH3:69])[CH:62]=1 |f:2.3|. Reported procedure: A flask was charged with 6-(benzylthio)-1-(4-bromo-5-chloro-2-methoxyphenyl)quinolin-2(1H)-one (46.34 g, 95 mmol), acetonitrile (298 ml), acetic acid (11.34 ml), and water (7.46 ml). The solution was cooled to 0° C. To the solution was added 1,3-dichloro-5,5-dimethylimidazolidine-2,4-dione (18.75 g, 95 mmol) as a solid in a single portion and stirred for 10 min. An additional 0.3 equiv 1,3-dichloro-5,5-dimethylimidazolidine-2,4-dione (5.63 g, 28.6 mmol), then 0.2 eq. 1,3-dichloro-5,5-dimethylimi...